From a dataset of the Open Reaction Database (ORD), a public repository of structured organic reaction records. describe an organic reaction: reactants, conditions, products, and yield Reactants: F[B-](F)(F)F.S(=O)(=O)(O)[N+]12CCN(CC1)CC2 (1-sulfo-4-aza-1-azoniabicyclo[2.2.2]octane tetrafluoroborate), B(F)(F)F (boron trifluoride), FF (fluorine). Run in C(C)#N (acetonitrile). Yields the product F[B-](F)(F)F.F[B-](F)(F)F.F[N+]12CC[N+](CC1)(CC2)S(=O)(=O)O (1-fluoro-4-sulfo-1,4-diazoniabicyclo[2.2.2]octane bis(tetrafluoroborate)). Reaction SMILES: [F:1][B-:2]([F:5])([F:4])[F:3].[S:6]([N+:10]12[CH2:17][CH2:16][N:13]([CH2:14][CH2:15]1)[CH2:12][CH2:11]2)([OH:9])(=[O:8])=[O:7].B(F)(F)[F:19].FF>C(#N)C>[F:1][B-:2]([F:5])([F:4])[F:3].[F:1][B-:2]([F:5])([F:4])[F:3].[F:19][N+:13]12[CH2:14][CH2:15][N+:10]([S:6]([OH:9])(=[O:7])=[O:8])([CH2:11][CH2:12]1)[CH2:17][CH2:16]2 |f:0.1,5.6.7|. Reported procedure: A solution of 1-sulfo-4-aza-1-azoniabicyclo[2.2.2]octane tetrafluoroborate (28 g, 10 mmole) and boron trifluoride gas (6.7 g, 10 mmole) in acetonitrile (125 mL) was cooled to 8° C. and treated with a mixture of fluorine in nitrogen (10% V/V, 12 mmole). The reaction was evaporated, the remaining solid washed with DME and dried to afford 1-fluoro-4-sulfo-1,4-diazoniabicyclo[2.2.2]octane bis(tetrafluoroborate). Starting materials: CN1CC[C@]23C4=C5C=CC(=C4O[C@H]2[C@H](C=C[C@H]3[C@H]1C5)O)OC.O.OP(=O)(O)O (codeine phosphate). Run at temperature 50 celsius. Run in O (water). The product is CN1CC[C@]23C4=C5C=CC(=C4O[C@H]2[C@H](C=C[C@H]3[C@H]1C5)O)OC (Codeine). As a reaction SMILES: [CH3:1][N:2]1[C@@H:18]2[CH2:19][C:7]3[CH:8]=[CH:9][C:10]([O:21][CH3:22])=[C:11]4[O:12][C@H:13]5[C@@H:14]([OH:20])[CH:15]=[CH:16][C@@H:17]2[C@:5]5([C:6]=34)[CH2:4][CH2:3]1.O.OP(O)(O)=O>O>[CH3:1][N:2]1[C@@H:18]2[CH2:19][C:7]3[CH:8]=[CH:9][C:10]([O:21][CH3:22])=[C:11]4[O:12][C@H:13]5[C@@H:14]([OH:20])[CH:15]=[CH:16][C@@H:17]2[C@:5]5([C:6]=34)[CH2:4][CH2:3]1 |f:0.1.2|. Procedure: The Codeine Resin Complex was prepared by first dissolving 500 g of codeine phosphate in 5 kg of purified water, and then slowly adding 1,856 g of AMBERLITE™ IRP-69 resin with continuous mixing. The dispersion was mixed for 4 hours and upon completion, allowed to settle before decanting the supernatant. The slurring/decanting process was repeated twice with sufficient amounts of purified water. The wet resin complex was then dried at VWR™ convection oven maintained at 50° C. until moisture conte...